This data is from the Open Reaction Database (ORD), a public repository of structured organic reaction records. The task is: describe an organic reaction: reactants, conditions, products, and yield Starting materials: CC(C)CCNC1CCN(C(=O)OC(C)(C)C)CC1, CC(=O)O[BH-](OC(C)=O)OC(C)=O, ClCCl, [Na+], [Na+], O=C([O-])O, O=Cc1cc2ccccc2o1. Product: CC(C)CCN(Cc1cc2ccccc2o1)C1CCN(C(=O)OC(C)(C)C)CC1. RXN SMILES: [C:15]([CH3:16])([CH3:17])([CH3:18])[O:19][C:20](=[O:21])[N:22]1[CH2:23][CH2:24][CH:25]([NH:28][CH2:29][CH2:30][CH:31]([CH3:32])[CH3:33])[CH2:26][CH2:27]1.[C:1]([O:2][BH-:3]([O:4][C:5](=[O:6])[CH3:7])[O:8][C:9](=[O:10])[CH3:11])(=[O:12])[CH3:13].[Cl:50][CH2:51][Cl:52].[Na+:14].[Na+:49].[O-:45][C:46]([OH:47])=[O:48].[o:34]1[c:35]([CH:43]=[O:44])[cH:36][c:37]2[c:38]1[cH:39][cH:40][cH:41][cH:42]2>>[C:15]([CH3:16])([CH3:17])([CH3:18])[O:19][C:20](=[O:21])[N:22]1[CH2:23][CH2:24][CH:25]([N:28]([CH2:29][CH2:30][CH:31]([CH3:32])[CH3:33])[CH2:43][c:35]2[o:34][c:38]3[c:37]([cH:36]2)[cH:42][cH:41][cH:40][cH:39]3)[CH2:26][CH2:27]1. Reactants: C1(=CC=CC=C1)[C@H](CC)NC(=O)C1(CCNCC1)C1=CC=CC=C1 (4-Phenyl-piperidine-4-carboxylic acid ((S)-1-phenyl-propyl)-amide), CCCCCCC (n-heptane), C(C)(=O)OCC (ethyl acetate), N,N′-carbonyldiimidazole, FC1=CC=C(C=C1)N1CCNCC1 (1-(4-fluorophenyl)piperazine). Run in C1CCOC1 (THF), C1CCOC1 (THF). Reaction conditions: time 3 hour. The product is C1(=CC=CC=C1)[C@H](CC)NC(=O)C1(CCN(CC1)C(=O)N1CCN(CC1)C1=CC=C(C=C1)F)C1=CC=CC=C1 (1-[4-(4-fluoro-phenyl)-piperazine-1-carbonyl]-4-phenyl-piperidine-4-carboxylic acid ((S)-1-phenyl-propyl)-amide). Reaction SMILES: [F:1][C:2]1[CH:7]=[CH:6][C:5]([N:8]2[CH2:13][CH2:12][NH:11][CH2:10][CH2:9]2)=[CH:4][CH:3]=1.[C:14]1([C@@H:20]([NH:23][C:24]([C:26]2([C:32]3[CH:37]=[CH:36][CH:35]=[CH:34][CH:33]=3)[CH2:31][CH2:30][NH:29][CH2:28][CH2:27]2)=[O:25])[CH2:21][CH3:22])[CH:19]=[CH:18][CH:17]=[CH:16][CH:15]=1.CCCCCCC.[C:45](OCC)(=[O:47])C>C1COCC1>[C:14]1([C@@H:20]([NH:23][C:24]([C:26]2([C:32]3[CH:37]=[CH:36][CH:35]=[CH:34][CH:33]=3)[CH2:31][CH2:30][N:29]([C:45]([N:11]3[CH2:12][CH2:13][N:8]([C:5]4[CH:4]=[CH:3][C:2]([F:1])=[CH:7][CH:6]=4)[CH2:9][CH2:10]3)=[O:47])[CH2:28][CH2:27]2)=[O:25])[CH2:21][CH3:22])[CH:15]=[CH:16][CH:17]=[CH:18][CH:19]=1. Procedure details: To a solution of 66.4 mg (0.409 mmol) N,N′-carbonyldiimidazole in dry THF (4 mL) was added 74 mg (0.409 mmol) 1-(4-fluorophenyl)piperazine and the reaction mixture was stirred at room temperature for 3 h. 40 mg (0.124 mmol) 4-Phenyl-piperidine-4-carboxylic acid ((S)-1-phenyl-propyl)-amide dissolved THF (2 mL) was added. The mixture was heated under reflux for 12 h. The reaction mixture was subjected to flash chromatography with n-heptane and ethyl acetate over a 20 g silica gel column to yield 6... The reactants are ClCCl, CCOC(=O)c1cc(=O)c2c(NCc3ccc(OC)cc3)c(F)c(NCCNc3ccccn3)c(F)c2n1-c1ccccc1CC, O=C(O)C(F)(F)F. The product is CCOC(=O)c1cc(=O)c2c(N)c(F)c(NCCNc3ccccn3)c(F)c2n1-c1ccccc1CC. RXN SMILES: [Cl:54][CH2:55][Cl:56].[F:1][c:2]1[c:3]([NH:37][CH2:38][c:39]2[cH:40][cH:41][c:42]([O:43][CH3:44])[cH:45][cH:46]2)[c:4]2[c:5](=[O:36])[cH:6][c:7]([C:31](=[O:32])[O:33][CH2:34][CH3:35])[n:8](-[c:23]3[c:24]([CH2:25][CH3:26])[cH:27][cH:28][cH:29][cH:30]3)[c:9]2[c:10]([F:22])[c:11]1[NH:12][CH2:13][CH2:14][NH:15][c:16]1[n:17][cH:18][cH:19][cH:20][cH:21]1.[OH:47][C:48]([C:49]([F:50])([F:51])[F:52])=[O:53]>>[F:1][c:2]1[c:3]([NH2:37])[c:4]2[c:5](=[O:36])[cH:6][c:7]([C:31](=[O:32])[O:33][CH2:34][CH3:35])[n:8](-[c:23]3[c:24]([CH2:25][CH3:26])[cH:27][cH:28][cH:29][cH:30]3)[c:9]2[c:10]([F:22])[c:11]1[NH:12][CH2:13][CH2:14][NH:15][c:16]1[n:17][cH:18][cH:19][cH:20][cH:21]1. The reactants are ClC=1C=NC=C(C1SC1=C(C=C(S1)C(=O)Cl)[N+](=O)[O-])Cl (5-[(3,5-dichloro-4-pyridyl)sulfanyl]-4-nitro-thiophene-2-carbonyl chloride), ClC1=C(N)C(=CC=C1)Cl (2,6-dichloro-aniline). Product: ClC1=C(C(=CC=C1)Cl)NC(=O)C=1SC(=C(C1)[N+](=O)[O-])SC1=C(C=NC=C1Cl)Cl (N-(2,6-dichlorophenyl)-5-((3,5-dichloropyridin-4-yl)thio)-4-nitrothiophene-2-carboxamide), solid. The yield is 43.0%. Reaction SMILES: [Cl:1][C:2]1[CH:3]=[N:4][CH:5]=[C:6]([Cl:20])[C:7]=1[S:8][C:9]1[S:13][C:12]([C:14](Cl)=[O:15])=[CH:11][C:10]=1[N+:17]([O-:19])=[O:18].[Cl:21][C:22]1[CH:28]=[CH:27][CH:26]=[C:25]([Cl:29])[C:23]=1[NH2:24]>>[Cl:21][C:22]1[CH:28]=[CH:27][CH:26]=[C:25]([Cl:29])[C:23]=1[NH:24][C:14]([C:12]1[S:13][C:9]([S:8][C:7]2[C:2]([Cl:1])=[CH:3][N:4]=[CH:5][C:6]=2[Cl:20])=[C:10]([N+:17]([O-:19])=[O:18])[CH:11]=1)=[O:15]. Procedure: Prepared according to the procedure described for example 50 from 5-[(3,5-dichloro-4-pyridyl)sulfanyl]-4-nitro-thiophene-2-carbonyl chloride (120 mg, 0.33 mmol) and 2,6-dichloro-aniline (63 mg, 0.39 mmol). The title compound was obtained as a solid (70 mg, 43% yield). 1H NMR (400 MHz, d6-DMSO) δ: 10.76 (1H, s), 8.99 (2H, s), 8.68 (1H, s), 7.60 (2H, m), 7.41 (1H, m). MS m/z: 492.00, 493.99, 495.96 [M+H]+. Reactants: C12(CC3CC(CC(C1)C3)C2)CC(=O)NC=2C3=C(N=CN2)CNCC3 (2-adamantan-1-yl-N-(5,6,7,8-tetrahydro-pyrido[3,4-d]pyrimidin-4-yl)-acetamide), BrCCCO (3-bromo-1-propanol), CCN(C(C)C)C(C)C (DIPEA). The solvent is CCO (EtOH). Run at time 16 hour. Yields the product C12(CC3CC(CC(C1)C3)C2)CC(=O)NC=2C3=C(N=CN2)CN(CC3)CCCO (2-adamantan-1-yl-N-[7-(3-hydroxy-propyl)-5,6,7,8-tetrahydro-pyrido[3,4-d]pyrimidin-4-yl]-acetamide). The yield is 17.0%. RXN SMILES: [C:1]12([CH2:11][C:12]([NH:14][C:15]3[C:16]4[CH2:24][CH2:23][NH:22][CH2:21][C:17]=4[N:18]=[CH:19][N:20]=3)=[O:13])[CH2:10][CH:5]3[CH2:6][CH:7]([CH2:9][CH:3]([CH2:4]3)[CH2:2]1)[CH2:8]2.Br[CH2:26][CH2:27][CH2:28][OH:29].CCN(C(C)C)C(C)C>CCO>[C:1]12([CH2:11][C:12]([NH:14][C:15]3[C:16]4[CH2:24][CH2:23][N:22]([CH2:26][CH2:27][CH2:28][OH:29])[CH2:21][C:17]=4[N:18]=[CH:19][N:20]=3)=[O:13])[CH2:2][CH:3]3[CH2:4][CH:5]([CH2:6][CH:7]([CH2:9]3)[CH2:8]1)[CH2:10]2. Procedure details: A solution of 2-adamantan-1-yl-N-(5,6,7,8-tetrahydro-pyrido[3,4-d]pyrimidin-4-yl)-acetamide (0.05 g, 0.153 mmol), 3-bromo-1-propanol (0.021 g, 0.15 mmol) and DIPEA (0.045 g, 0.35 mmol) in EtOH (4 mL) was stirred at 75° C. for 17 h. The reaction vessel was allowed to cool to room temperature, opened, and the volatiles were removed on a rotary evaporator. The residue was redissolved in THF (3 mL). PL-NCO resin (300 mg) was added, and the resulting suspension was stirred at room temperature for 16 ... Starting materials: CCCc1cc(CCC=O)nn1C(C)(C)C, Cc1cccc(N2CCNCC2)c1C, CCN(C(C)C)C(C)C. The product is CCCc1cc(CCCN2CCN(c3cccc(C)c3C)CC2)nn1C(C)(C)C. As a reaction SMILES: [C:1]([CH3:2])([CH3:3])([CH3:4])[n:5]1[n:6][c:7]([CH2:13][CH2:14][CH:15]=[O:16])[cH:8][c:9]1[CH2:10][CH2:11][CH3:12].[CH3:17][c:18]1[c:19]([N:25]2[CH2:26][CH2:27][NH:28][CH2:29][CH2:30]2)[cH:20][cH:21][cH:22][c:23]1[CH3:24].[CH:31]([N:32]([CH2:33][CH3:34])[CH:35]([CH3:36])[CH3:37])([CH3:38])[CH3:39]>>[C:1]([CH3:2])([CH3:3])([CH3:4])[n:5]1[n:6][c:7]([CH2:13][CH2:14][CH2:15][N:28]2[CH2:27][CH2:26][N:25]([c:19]3[c:18]([CH3:17])[c:23]([CH3:24])[cH:22][cH:21][cH:20]3)[CH2:30][CH2:29]2)[cH:8][c:9]1[CH2:10][CH2:11][CH3:12]. Reactants: C(CCC)S(=O)(=O)NC1CC2=CC=C(C=C2CC1)C=1CCC(NN1)=O (2-n-Butylsulfonylamino-6-[4,5-dihydropyridazin-3(2H)-on-6-yl]-1,2,3,4-tetrahydronaphthalene). Run in CS(=O)C (dimethylsulfoxide). Product: C(CCC)S(=O)(=O)NC1CC2=CC=C(C=C2CC1)C=1C=CC(NN1)=O (2-n-butylsulfonylamino-6-[pyridazin-3(2H)-on-6-yl]-1,2,3,4-tetrahydronaphthalene). Reaction SMILES: [CH2:1]([S:5]([NH:8][CH:9]1[CH2:18][CH2:17][C:16]2[C:11](=[CH:12][CH:13]=[C:14]([C:19]3[CH2:20][CH2:21][C:22](=[O:25])[NH:23][N:24]=3)[CH:15]=2)[CH2:10]1)(=[O:7])=[O:6])[CH2:2][CH2:3][CH3:4]>CS(C)=O>[CH2:1]([S:5]([NH:8][CH:9]1[CH2:18][CH2:17][C:16]2[C:11](=[CH:12][CH:13]=[C:14]([C:19]3[CH:20]=[CH:21][C:22](=[O:25])[NH:23][N:24]=3)[CH:15]=2)[CH2:10]1)(=[O:6])=[O:7])[CH2:2][CH2:3][CH3:4]. Reported procedure: 2-n-Butylsulfonylamino-6-[4,5-dihydropyridazin-3(2H)-on-6-yl]-1,2,3,4-tetrahydronaphthalene was treated with dimethylsulfoxide-25% hydrogen bromide-acetic acid in the same manner as in Example 60 to obtain 2-n-butylsulfonylamino-6-[pyridazin-3(2H)-on-6-yl]-1,2,3,4-tetrahydronaphthalene.